This data is from the Open Reaction Database (ORD), a public repository of structured organic reaction records. The task is: describe an organic reaction: reactants, conditions, products, and yield Reaction conditions: time 8 hour. Product: C(C)NC1=CC=C(N=N1)C(=O)N (6-(ethylamino)pyridazine-3-carboxamide). Procedure: A suspension of 6-chloropyridazine-3-carboxamide (28.5 g, 0.18 mol) in methanol (200 ml) was treated with aqueous ethylamine (70% solution, 77 ml). The reaction was heated at reflux for 3½ hours. The reaction was allowed to cool to ambient temperature and stand overnight. The precipitate was filtered and washed with a small volume of water and dried to give 6-(ethylamino)pyridazine-3-carboxamide as pink solid (8.9 g). [The filtrates were evaporated to a small volume diluted with cold water (100 ... Reactants: ClC1=CC=C(N=N1)C(=O)N (6-chloropyridazine-3-carboxamide), C(C)N (ethylamine). The solvent is CO (methanol). As a reaction SMILES: Cl[C:2]1[N:7]=[N:6][C:5]([C:8]([NH2:10])=[O:9])=[CH:4][CH:3]=1.[CH2:11]([NH2:13])[CH3:12]>CO>[CH2:11]([NH:13][C:2]1[N:7]=[N:6][C:5]([C:8]([NH2:10])=[O:9])=[CH:4][CH:3]=1)[CH3:12]. Reported procedure: In a heart-shaped flask, (2R,3S)-2-[tert-butoxycarbonyl-(methyl)-amino]-3-hydroxy-butanoic acid (0.086 g, 0.37 mmol) was mixed with p-TsOH (0.073, 0.39 mmol) and the solid mixture was cooled to 0° C. Subsequently TFA (2.0 mL) was added over 10 min and the reaction mixture was left to react for 15 min at 0° C. The solution was rotary evaporated maintaining the bath below 30° C. and the obtained oil was left under vacuum for 1 h. The oil was then dissolved in dry Et2O to form a white precipitate. ... RXN SMILES: C(O[C:6]([N:8](C)[C@H:9]([C@@H:13]([OH:15])[CH3:14])[C:10]([OH:12])=[O:11])=O)(C)(C)C.[CH3:17][C:18]1[CH:19]=[CH:20][C:21]([S:24]([OH:27])(=[O:26])=[O:25])=[CH:22][CH:23]=1.C(O)(C(F)(F)F)=O>>[C:18]1([CH3:17])[CH:19]=[CH:20][C:21]([S:24]([O-:27])(=[O:25])=[O:26])=[CH:22][CH:23]=1.[C:10]([C@H:9]([NH2+:8][CH3:6])[C@@H:13]([OH:15])[CH3:14])([OH:12])=[O:11] |f:3.4|. Run at temperature 0 celsius, time 1 hour. Product: C1(=CC=C(C=C1)S(=O)(=O)[O-])C.C(=O)(O)[C@@H]([C@H](C)O)[NH2+]C ([(1R,2S)-1-carboxy-2-hydroxy-propyl]-methyl-ammonium toluene-4-sulfonate). The reactants are C(C)(C)(C)OC(=O)N([C@@H](C(=O)O)[C@H](C)O)C ((2R,3S)-2-[tert-butoxycarbonyl-(methyl)-amino]-3-hydroxy-butanoic acid), CC=1C=CC(=CC1)S(=O)(=O)O (p-TsOH), C(=O)(C(F)(F)F)O (TFA).